From a dataset of the Open Reaction Database (ORD), a public repository of structured organic reaction records. describe an organic reaction: reactants, conditions, products, and yield Starting materials: O=C(NC)C1=CC=C(C=C1)C(C)(C)C. The reagents and catalysts are O=C(NC1=CC=CC2=C1NC(=C2C)C)C=3C=NC(=CC3)C4=NC=CC=C4, O1B(OC(C)(C)C1(C)C)B2OC(C)(C)C(O2)(C)C, C[OH2+].C[OH2+].C1CC=CCCC=C1.C1CC=CCCC=C1.[Ir].[Ir]. The solvent is O1CCCC1. Run at temperature 60 celsius, time 96 hour. Product: O=C(NC)C1=CC=C(C=C1B2OC(C)(C)C(O2)(C)C)C(C)(C)C. The yield is 41.0%. Reported procedure: Isolated by chromatography using deactivated silica gel and ethyl acetate and petroleum ether (10:1 to 1:1) as the eluent.